This data is from the Open Reaction Database (ORD), a public repository of structured organic reaction records. The task is: describe an organic reaction: reactants, conditions, products, and yield The reactants are C(C)OC=1C=C2C(=NC(=NC2=CC1O)N1CCOCC1)N1CCC(CC1)N1C(N(C2=CC=C(C=C2C1=O)C)C)=O (3-[1-(6-Ethoxy-7-hydroxy-2-morpholino-4-quinazolinyl)-4-piperidinyl]-1,2,3,4-tetrahydro-1,6-dimethyl-2,4-dioxoquinazoline), [H-].[Na+] (sodium hydride), Cl.CN(CCCl)C (2-dimethylaminoethyl chloride hydrochloride). Yields the product CN(CCOC1=C(C=C2C(=NC(=NC2=C1)N1CCOCC1)N1CCC(CC1)N1C(N(C2=CC=C(C=C2C1=O)C)C)=O)OCC)C (3-{1-[7-(2-Dimethylaminoethyl)oxy-6-ethoxy-2-morpholino-4-quinazolinyl]-4-piperidinyl}-1,2,3,4-tetrahydro-1,6-dimethyl-2,4-dioxoquinazoline). The yield is 31.0%. As a reaction SMILES: [CH2:1]([O:3][C:4]1[CH:5]=[C:6]2[C:11](=[CH:12][C:13]=1[OH:14])[N:10]=[C:9]([N:15]1[CH2:20][CH2:19][O:18][CH2:17][CH2:16]1)[N:8]=[C:7]2[N:21]1[CH2:26][CH2:25][CH:24]([N:27]2[C:36](=[O:37])[C:35]3[C:30](=[CH:31][CH:32]=[C:33]([CH3:38])[CH:34]=3)[N:29]([CH3:39])[C:28]2=[O:40])[CH2:23][CH2:22]1)[CH3:2].[H-].[Na+].Cl.[CH3:44][N:45]([CH3:49])[CH2:46][CH2:47]Cl>>[CH3:44][N:45]([CH3:49])[CH2:46][CH2:47][O:14][C:13]1[CH:12]=[C:11]2[C:6]([C:7]([N:21]3[CH2:26][CH2:25][CH:24]([N:27]4[C:36](=[O:37])[C:35]5[C:30](=[CH:31][CH:32]=[C:33]([CH3:38])[CH:34]=5)[N:29]([CH3:39])[C:28]4=[O:40])[CH2:23][CH2:22]3)=[N:8][C:9]([N:15]3[CH2:20][CH2:19][O:18][CH2:17][CH2:16]3)=[N:10]2)=[CH:5][C:4]=1[O:3][CH2:1][CH3:2] |f:1.2,3.4|. Procedure: The same procedure as in Example 48 was repeated, using 360 mg (0.66 mmol) of Compound 47 obtained in Example 47 and 2 equivalents of sodium hydride (60% in oil), except that 2-dimethylaminoethyl chloride hydrochloride was used in place of methyl iodide and reaction temperature was 60° C. in place of room temperature, to give 127 mg (yield: 31%) of Compound 53 as white crystals. Reactants: COc1cc(C2(O)c3ccccc3C(=O)N2CCc2ccccn2)ccc1OCc1ccccc1, ClCCl, O=C(O)C(F)(F)F. Yields the product COc1cc(C2c3ccccc3C(=O)N2CCc2ccccn2)ccc1OCc1ccccc1. RXN SMILES: [CH2:1]([c:2]1[cH:3][cH:4][cH:5][cH:6][cH:7]1)[O:8][c:9]1[c:10]([O:34][CH3:35])[cH:11][c:12]([C:15]2([OH:33])[N:16]([CH2:25][CH2:26][c:27]3[n:28][cH:29][cH:30][cH:31][cH:32]3)[C:17](=[O:24])[c:18]3[cH:19][cH:20][cH:21][cH:22][c:23]32)[cH:13][cH:14]1.[Cl:43][CH2:44][Cl:45].[OH:36][C:37]([C:38]([F:39])([F:40])[F:41])=[O:42]>>[CH2:1]([c:2]1[cH:3][cH:4][cH:5][cH:6][cH:7]1)[O:8][c:9]1[c:10]([O:34][CH3:35])[cH:11][c:12]([CH:15]2[N:16]([CH2:25][CH2:26][c:27]3[n:28][cH:29][cH:30][cH:31][cH:32]3)[C:17](=[O:24])[c:18]3[cH:19][cH:20][cH:21][cH:22][c:23]32)[cH:13][cH:14]1. Reactants: CC(=O)O[BH-](OC(C)=O)OC(C)=O, Nc1ncnn2c(C3CCNCC3)cc(-c3ccc4cn(Cc5ccccc5)nc4c3)c12, C=O, ClCCl, [Na+]. The product is CN1CCC(c2cc(-c3ccc4cn(Cc5ccccc5)nc4c3)c3c(N)ncnn23)CC1. As a reaction SMILES: [C:35]([O:36][BH-:37]([O:38][C:39](=[O:40])[CH3:41])[O:42][C:43](=[O:44])[CH3:45])(=[O:46])[CH3:47].[CH2:1]([c:2]1[cH:3][cH:4][cH:5][cH:6][cH:7]1)[n:8]1[n:9][c:10]2[cH:11][c:12](-[c:17]3[cH:18][c:19]([CH:27]4[CH2:28][CH2:29][NH:30][CH2:31][CH2:32]4)[n:20]4[n:21][cH:22][n:23][c:24]([NH2:26])[c:25]34)[cH:13][cH:14][c:15]2[cH:16]1.[CH2:33]=[O:34].[Cl:49][CH2:50][Cl:51].[Na+:48]>>[CH2:1]([c:2]1[cH:3][cH:4][cH:5][cH:6][cH:7]1)[n:8]1[n:9][c:10]2[cH:11][c:12](-[c:17]3[cH:18][c:19]([CH:27]4[CH2:28][CH2:29][N:30]([CH3:35])[CH2:31][CH2:32]4)[n:20]4[n:21][cH:22][n:23][c:24]([NH2:26])[c:25]34)[cH:13][cH:14][c:15]2[cH:16]1. The reactants are OCC=1C(N(C(NC1)=O)NC1=CC=CC=C1)=O (hydroxymethyl anilino-uracil), BrCC=1C=C(NC2=CC(NC(N2)=O)=O)C=CC1 (6-(meta-bromomethyl anilino)uracil), C(#N)[S-].[K+] (KSCN), Br (HBr), BrCC=1C=C(NC2=CC(NC(N2)=O)=O)C=CC1 (6-(meta-bromomethyl anilino)uracil). Solvent: C(C)(=O)O (acetic acid). Product: SC=1C=C(N(C2=CC(NC(N2)=O)=O)CC#N)C=CC1 (6-(meta-mercaptocyanomethyl anilino)uracil). The yield is 80.0%. Reaction SMILES: OC[C:3]1C(=O)N(NC2C=CC=CC=2)C(=O)[NH:7][CH:8]=1.Br.BrC[C:21]1[CH:22]=[C:23]([CH:33]=[CH:34][CH:35]=1)[NH:24][C:25]1[NH:30][C:29](=[O:31])[NH:28][C:27](=[O:32])[CH:26]=1.C([S-:38])#N.[K+]>C(O)(=O)C>[SH:38][C:21]1[CH:22]=[C:23]([CH:33]=[CH:34][CH:35]=1)[N:24]([CH2:3][C:8]#[N:7])[C:25]1[NH:30][C:29](=[O:31])[NH:28][C:27](=[O:32])[CH:26]=1 |f:3.4|. Procedure details: 6-chlorouracil (1 mmol) and meta-aminobenzyl alcohol (2.0 mmol) were dissolved in 10 ml 2-methoxyethanol to form a reaction mixture. The mixture was then stirred at reflux for 10 hours to form 6-(meta-hydroxymethyl anilino)uracil with a yield of 86%. The hydroxy group was displaced by a bromo group by reacting the hydroxymethyl anilino-uracil (0.5 mmol) with 30% HBr in acetic acid (10 ml), thus forming 6-(meta-bromomethyl anilino)uracil with a yield of 90%. The bromo group was further replaced b... Reactants: N#Cc1cnc2c(sc3ccc([N+](=O)[O-])cc32)c1O, O=P(Cl)(Cl)Cl. The product is N#Cc1cnc2c(sc3ccc([N+](=O)[O-])cc32)c1Cl. RXN SMILES: [OH:1][c:2]1[c:3]2[c:4]([n:5][cH:6][c:7]1[C:8]#[N:9])[c:10]1[c:11]([s:12]2)[cH:13][cH:14][c:15]([N+:17](=[O:18])[O-:19])[cH:16]1.[P:20]([Cl:21])([Cl:22])([Cl:23])=[O:24]>>[c:2]1([Cl:22])[c:3]2[c:4]([n:5][cH:6][c:7]1[C:8]#[N:9])[c:10]1[c:11]([s:12]2)[cH:13][cH:14][c:15]([N+:17](=[O:18])[O-:19])[cH:16]1. Reactants: CN(C)C=O, ClCCl, O=S(=O)(O)c1cccc2c(Cl)nccc12, C1CNCCNC1, [Na+], O, O=C([O-])O, O=S(Cl)Cl. RXN SMILES: [CH3:36][N:37]([CH3:38])[CH:39]=[O:40].[Cl:32][CH2:33][Cl:34].[Cl:5][c:6]1[n:7][cH:8][cH:9][c:10]2[c:11]([S:16](=[O:17])(=[O:18])[OH:19])[cH:12][cH:13][cH:14][c:15]12.[NH:25]1[CH2:26][CH2:27][NH:28][CH2:29][CH2:30][CH2:31]1.[Na+:20].[OH2:35].[OH:21][C:22](=[O:23])[O-:24].[S:1]([Cl:2])([Cl:3])=[O:4]>>[Cl:5][c:6]1[n:7][cH:8][cH:9][c:10]2[c:11]([S:16](=[O:18])(=[O:19])[N:25]3[CH2:26][CH2:27][NH:28][CH2:29][CH2:30][CH2:31]3)[cH:12][cH:13][cH:14][c:15]12. Product: O=S(=O)(c1cccc2c(Cl)nccc12)N1CCCNCC1.